This data is from the Open Reaction Database (ORD), a public repository of structured organic reaction records. The task is: describe an organic reaction: reactants, conditions, products, and yield Reactants: COC1=NC(=NC(=N1)C)N[Si](C)(C)C (4-methoxy-6-methyl-2-trimethylsilylamino-1,3,5-triazine), C1=CC=C(C=C1)OC(=S)Cl (phenyl chlorothionocarbonate). Solvent: C=1(C(=CC=CC1)C)C (xylene). Product: COC1=NC(=NC(=N1)C)N=C=S (4-Methoxy-6-methyl-2-isothiocyanato-1,3,5-triazine). The yield is 23.3%. Reaction SMILES: [CH3:1][O:2][C:3]1[N:8]=[C:7]([CH3:9])[N:6]=[C:5]([NH:10][Si](C)(C)C)[N:4]=1.C1C=CC(O[C:22](Cl)=[S:23])=CC=1>C1(C)C(C)=CC=CC=1>[CH3:1][O:2][C:3]1[N:8]=[C:7]([CH3:9])[N:6]=[C:5]([N:10]=[C:22]=[S:23])[N:4]=1. Procedure: A solution of 15.0 g of 4-methoxy-6-methyl-2-trimethylsilylamino-1,3,5-triazine and 12.2 g of phenyl chlorothionocarbonate in 50 ml of xylene is stirred for 6.5 hours at ca. 140° C. The reaction solution is cooled to room temperature, and filtered to remove insoluble substance, and the resulting filtrate is concentrated under reduced pressure. The residue is purified by silica gel column-chromatography (eluent: ethyl acetate:toluene =1:3) to give 3.0 g of the title compound as an oil. Reactants: O=C(Cl)Cl, C1CCCCC1, C1CCOC1, Nc1ccc(-c2nc3cc(NC(=O)C4CCCCC4)ncc3[nH]2)cc1, c1ccncc1. The product is O=C(Nc1cc2nc(-c3ccc(C(=O)C4CCCCC4)cc3)[nH]c2cn1)C1CCCCC1. As a reaction SMILES: [C:26](=[O:27])([Cl:28])[Cl:29].[CH2:30]1[CH2:31][CH2:32][CH2:33][CH2:34][CH2:35]1.[CH2:36]1[O:37][CH2:38][CH2:39][CH2:40]1.[NH2:1][c:2]1[cH:3][cH:4][c:5](-[c:8]2[n:9][c:10]3[c:11]([cH:12][n:13][c:14]([NH:16][C:17](=[O:18])[CH:19]4[CH2:20][CH2:21][CH2:22][CH2:23][CH2:24]4)[cH:15]3)[nH:25]2)[cH:6][cH:7]1.[cH:41]1[cH:42][cH:43][n:44][cH:45][cH:46]1>>[c:2]1([C:26](=[O:27])[CH:30]2[CH2:31][CH2:32][CH2:33][CH2:34][CH2:35]2)[cH:3][cH:4][c:5](-[c:8]2[n:9][c:10]3[c:11]([cH:12][n:13][c:14]([NH:16][C:17](=[O:18])[CH:19]4[CH2:20][CH2:21][CH2:22][CH2:23][CH2:24]4)[cH:15]3)[nH:25]2)[cH:6][cH:7]1. Reactants: Cl, CC(C)(C)OC(=O)N1CCC(CCn2cc(-c3ccc4c(c3)CCN4C(=O)Cc3cc(F)ccc3F)c3c(N)ncnc32)CC1, C1COCCO1. Product: Nc1ncnc2c1c(-c1ccc3c(c1)CCN3C(=O)Cc1cc(F)ccc1F)cn2CCC1CCNCC1. RXN SMILES: [ClH:46].[NH2:1][c:2]1[c:3]2[c:4]([n:5][cH:6][n:7]1)[n:8]([CH2:31][CH2:32][CH:33]1[CH2:34][CH2:35][N:36]([C:39]([O:40][C:41]([CH3:42])([CH3:43])[CH3:44])=[O:45])[CH2:37][CH2:38]1)[cH:9][c:10]2-[c:11]1[cH:12][c:13]2[c:17]([cH:18][cH:19]1)[N:16]([C:20]([CH2:21][c:22]1[c:23]([F:29])[cH:24][cH:25][c:26]([F:28])[cH:27]1)=[O:30])[CH2:15][CH2:14]2.[O:47]1[CH2:48][CH2:49][O:50][CH2:51][CH2:52]1>>[NH2:1][c:2]1[c:3]2[c:4]([n:5][cH:6][n:7]1)[n:8]([CH2:31][CH2:32][CH:33]1[CH2:34][CH2:35][NH:36][CH2:37][CH2:38]1)[cH:9][c:10]2-[c:11]1[cH:12][c:13]2[c:17]([cH:18][cH:19]1)[N:16]([C:20]([CH2:21][c:22]1[c:23]([F:29])[cH:24][cH:25][c:26]([F:28])[cH:27]1)=[O:30])[CH2:15][CH2:14]2. Reactants: OC=1C=C(C(=O)N2CCC(CC2)C(=O)C2CCCCC2)C(=CC1O)[N+](=O)[O-] (1-(3,4-Dihydroxy-6-nitrobenzoyl)-4-cyclohexylcarbonylpiperidine), Ice water. The solvent is C(C)(=O)OC(C)=O (acetic anhydride). Product: C(C)(=O)OC=1C=C(C(=O)N2CCC(CC2)C(=O)C2CCCCC2)C(=CC1OC(C)=O)[N+](=O)[O-] (1-(3,4-Diacetoxy-6-nitrobenzoyl)-4-cyclohexylcarbonylpiperidine). RXN SMILES: [OH:1][C:2]1[CH:3]=[C:4]([C:21]([N+:25]([O-:27])=[O:26])=[CH:22][C:23]=1[OH:24])[C:5]([N:7]1[CH2:12][CH2:11][CH:10]([C:13]([CH:15]2[CH2:20][CH2:19][CH2:18][CH2:17][CH2:16]2)=[O:14])[CH2:9][CH2:8]1)=[O:6]>C(OC(=O)C)(=O)C>[C:2]([O:1][C:2]1[CH:3]=[C:4]([C:21]([N+:25]([O-:27])=[O:26])=[CH:22][C:23]=1[O:24][C:5](=[O:6])[CH3:4])[C:5]([N:7]1[CH2:8][CH2:9][CH:10]([C:13]([CH:15]2[CH2:16][CH2:17][CH2:18][CH2:19][CH2:20]2)=[O:14])[CH2:11][CH2:12]1)=[O:6])(=[O:1])[CH3:23]. Procedure details: 0.5 g of the product obtained in Example 63 was heated in 10 ml of acetic anhydride for 1 h at 40° C. Ice-water was added and the product was filtered. Yield 0.5 g (87%), m.p. 160°-165° C. Starting materials: CN(C)C=O (DMF), COC1=C(CN2CCC(=CC3=C2C=CC(=C3)C3=CC=C(C=C3)OCCC)C(=O)O)C=CC=C1 (1-(2-methoxybenzyl)-7-(4-propoxyphenyl)-2,3-dihydro-1-benzazepine-4-carboxylic acid), S(=O)(Cl)Cl (thionyl chloride). Solvent: O1CCCC1 (tetrahydrofuran). Reaction conditions: time 1 hour. Yields the product COC1=C(CN2CCC(=CC3=C2C=CC(=C3)C3=CC=C(C=C3)OCCC)C(=O)NC3=CC=C(C=C3)CN(C3CCOCC3)C)C=CC=C1 (1-(2-methoxybenzyl)-N-[4-[[N-methyl N-(tetrahydropyran-4-yl)amino]methyl]phenyl]-7-(4-propoxyphenyl)-2,3-dihydro-1-benzazepine-4-carboxamide). Reaction SMILES: [CH3:1][N:2]([CH:4]=O)[CH3:3].[CH3:6][O:7][C:8]1[CH:38]=[CH:37][CH:36]=[CH:35][C:9]=1[CH2:10][N:11]1[C:17]2[CH:18]=[CH:19][C:20]([C:22]3[CH:27]=[CH:26][C:25]([O:28][CH2:29][CH2:30][CH3:31])=[CH:24][CH:23]=3)=[CH:21][C:16]=2[CH:15]=[C:14]([C:32]([OH:34])=O)[CH2:13][CH2:12]1.S(Cl)(Cl)=O>O1CCCC1>[CH3:6][O:7][C:8]1[CH:38]=[CH:37][CH:36]=[CH:35][C:9]=1[CH2:10][N:11]1[C:17]2[CH:18]=[CH:19][C:20]([C:22]3[CH:23]=[CH:24][C:25]([O:28][CH2:29][CH2:30][CH3:31])=[CH:26][CH:27]=3)=[CH:21][C:16]=2[CH:15]=[C:14]([C:32]([NH:11][C:17]2[CH:18]=[CH:19][C:20]([CH2:4][N:2]([CH3:1])[CH:3]3[CH2:30][CH2:29][O:28][CH2:25][CH2:24]3)=[CH:21][CH:16]=2)=[O:34])[CH2:13][CH2:12]1. Reported procedure: One droplet of DMF was added to a solution of 1-(2-methoxybenzyl)-7-(4-propoxyphenyl)-2,3-dihydro-1-benzazepine-4-carboxylic acid (340 mg) in tetrahydrofuran (10 ml). Then, thionyl chloride (267 mg) was added thereto at 0° C., the temperature was returned to room temperature, and the mixture was stirred for 1 hour under nitrogen atmosphere. The solvent and excess thionyl chloride were evaporated under reduced pressure, and the resulting residue was suspended in tetrahydrofuran (30 ml), which was... Starting materials: CS(=O)(=O)[O-] (methanesulfonate), NC1=C2N=C(N(C2=NC(=N1)C#CC1(CCCCC1)O)C)C1=CC(=CC=C1)F (1-{2-[6-amino-8-(3-fluorophenyl)-9-methyl-9H-2-purinyl]-1-ethynyl}-1-cyclohexanol), N(=O)OCCC(C)C (isoamyl nitrite). Solvent: O1CCCC1 (tetrahydrofuran). Yields the product FC=1C=C(C=CC1)C=1N(C2=NC(=NC=C2N1)C#CC1(CCCCC1)O)C (1-{2-[8-(3-fluorophenyl)-9-methyl-9H-2-purinyl]-1-ethynyl}-1-cyclohexanol). Reaction SMILES: CS([O-])(=O)=O.N[C:7]1[N:15]=[C:14]([C:16]#[C:17][C:18]2([OH:24])[CH2:23][CH2:22][CH2:21][CH2:20][CH2:19]2)[N:13]=[C:12]2[C:8]=1[N:9]=[C:10]([C:26]1[CH:31]=[CH:30][CH:29]=[C:28]([F:32])[CH:27]=1)[N:11]2[CH3:25].N(OCCC(C)C)=O>O1CCCC1>[F:32][C:28]1[CH:27]=[C:26]([C:10]2[N:11]([CH3:25])[C:12]3[C:8]([N:9]=2)=[CH:7][N:15]=[C:14]([C:16]#[C:17][C:18]2([OH:24])[CH2:19][CH2:20][CH2:21][CH2:22][CH2:23]2)[N:13]=3)[CH:31]=[CH:30][CH:29]=1. Reported procedure: A methanesulfonate (470 mg) prepared from 1-{2-[6-amino-8-(3-fluorophenyl)-9-methyl-9H-2-purinyl]-1-ethynyl}-1-cyclohexanol by a conventional method was dissolved in 25 ml of tetrahydrofuran, 0.44 ml of isoamyl nitrite was added thereto and the mixture was heated under reflux for 1 hour. The reaction solution was concentrated to dryness and purified by a silica gel column (eluting with dichloromethane:methanol=95:5) to give 20 mg of the title compound.